From a dataset of the Open Reaction Database (ORD), a public repository of structured organic reaction records. describe an organic reaction: reactants, conditions, products, and yield Reactants: I.FC=1C=C(C=CC1N1N=CN=C1C)NC(=N)SC (Methyl 3-fluoro-4-(5-methyl-1H-1,2,4-triazol-1-yl)phenylcarbamimidothioate, hydroiodide), ClCCCCC(C(=O)O)C1=CC=C(C=C1)F (6-chloro-2-(4-fluorophenyl)hexanoic acid), NN (hydrazine). The product is ClCCCCC(C1=CC=C(C=C1)F)C1=NC(=NN1)NC1=CC(=C(C=C1)N1N=CN=C1C)F (5-(5-chloro-1-(4-fluorophenyl)pentyl)-N-(3-fluoro-4-(5-methyl-1H-1,2,4-triazol-1-yl)phenyl)-1H-1,2,4-triazol-3-amine). Isolated yield 18.0%. Reaction SMILES: I.[F:2][C:3]1[CH:4]=[C:5]([NH:15][C:16](SC)=[NH:17])[CH:6]=[CH:7][C:8]=1[N:9]1[C:13]([CH3:14])=[N:12][CH:11]=[N:10]1.[Cl:20][CH2:21][CH2:22][CH2:23][CH2:24][CH:25]([C:29]1[CH:34]=[CH:33][C:32]([F:35])=[CH:31][CH:30]=1)[C:26](O)=O.[NH2:36][NH2:37]>>[Cl:20][CH2:21][CH2:22][CH2:23][CH2:24][CH:25]([C:26]1[NH:37][N:36]=[C:16]([NH:15][C:5]2[CH:6]=[CH:7][C:8]([N:9]3[C:13]([CH3:14])=[N:12][CH:11]=[N:10]3)=[C:3]([F:2])[CH:4]=2)[N:17]=1)[C:29]1[CH:30]=[CH:31][C:32]([F:35])=[CH:33][CH:34]=1 |f:0.1|. Procedure: Methyl 3-fluoro-4-(5-methyl-1H-1,2,4-triazol-1-yl)phenylcarbamimidothioate, hydroiodide (0.739 g, 2.79 mmol, from preparation C) and 6-chloro-2-(4-fluorophenyl)hexanoic acid (0.750 g, 3.07 mmol, from preparation AE) were coupled and then reacted with hydrazine (0.350 mL, 11.2 mmol) using a procedure analogous to Step A of Example 13. The crude products were purified using silica gel chromatography (0-95% ethyl acetate/chloroform) to afford 5-(5-chloro-1-(4-fluorophenyl)pentyl)-N-(3-fluoro-4-(5-m... Starting materials: IC1=CC=2C(=NC=C3C2N(N=C3)C)N1S(=O)(=O)C1=CC=C(C)C=C1 (7-iodo-1-methyl-6-tosyl-1,6-dihydropyrazolo[3,4-d]pyrrolo[2,3-b]pyridine), CN1N=CC(=C1)B1OC(C(O1)(C)C)(C)C (1-methyl-4-(4,4,5,5-tetramethyl-1,3,2-dioxaborolan-2-yl)-1H-pyrazole), (PPh3)4, C(=O)([O-])[O-].[Na+].[Na+] (Na2CO3), [OH-].[Na+] (NaOH). Solvent: O1CCOCC1.O (1,4-dioxane water), CO (MeOH). Conditions: temperature 80 celsius. Product: CN1N=CC=2C1=C1C(=NC2)NC(=C1)C=1C=NN(C1)C (1-methyl-7-(1-methyl-1H-pyrazol-4-yl)-1,6-dihydropyrazolo[3,4-d]pyrrolo[2,3-b]pyridine). Isolated yield 50.9%. RXN SMILES: I[C:2]1[N:14](S(C2C=CC(C)=CC=2)(=O)=O)[C:5]2=[N:6][CH:7]=[C:8]3[CH:12]=[N:11][N:10]([CH3:13])[C:9]3=[C:4]2[CH:3]=1.[CH3:25][N:26]1[CH:30]=[C:29](B2OC(C)(C)C(C)(C)O2)[CH:28]=[N:27]1.C([O-])([O-])=O.[Na+].[Na+].[OH-].[Na+]>O1CCOCC1.O.CO>[CH3:13][N:10]1[C:9]2=[C:4]3[CH:3]=[C:2]([C:29]4[CH:28]=[N:27][N:26]([CH3:25])[CH:30]=4)[NH:14][C:5]3=[N:6][CH:7]=[C:8]2[CH:12]=[N:11]1 |f:2.3.4,5.6,7.8|. Procedure: A flask was charged with 7-iodo-1-methyl-6-tosyl-1,6-dihydropyrazolo[3,4-d]pyrrolo[2,3-b]pyridine (0.134 g, 0.296 mmol, Example #41, Step C), 1-methyl-4-(4,4,5,5-tetramethyl-1,3,2-dioxaborolan-2-yl)-1H-pyrazole (0.074 g, 0.36 mmol), (PPh3)4 (0.024 g, 0.021 mmol, Strem) and Na2CO3 (0.079 g, 0.74 mmol) in 1,4-dioxane:water (3:1, 10 mL) The reaction was heated at about 80° C. for about 12 h. The mixture was filtered and the filtrate was concentrated under reduced pressure to give a solid that was a... The reactants are OC1=C(OC2=C1C=C(C=C2)OC)C(=O)OC (3-hydroxy-5-methoxy-2-benzofurancarboxylic acid, methyl ester), C1(=CC=CC=C1)COOC(NC(C)C)=NC(C)C (O-phenylmethoxy-N,N'-diisopropylisourea). Solvent: C(C)#N (acetonitrile). Product: COC=1C=CC2=C(C(=C(O2)C(=O)OC)OCC2=CC=CC=C2)C1 (5-methoxy-3-(phenylmethoxy)2-benzofurancarboxylic acid, methyl ester). The yield is 64.0%. As a reaction SMILES: [OH:1][C:2]1[C:6]2[CH:7]=[C:8]([O:11][CH3:12])[CH:9]=[CH:10][C:5]=2[O:4][C:3]=1[C:13]([O:15][CH3:16])=[O:14].[C:17]1([CH2:23]OOC(=NC(C)C)NC(C)C)[CH:22]=[CH:21][CH:20]=[CH:19][CH:18]=1>C(#N)C>[CH3:12][O:11][C:8]1[CH:9]=[CH:10][C:5]2[O:4][C:3]([C:13]([O:15][CH3:16])=[O:14])=[C:2]([O:1][CH2:23][C:17]3[CH:22]=[CH:21][CH:20]=[CH:19][CH:18]=3)[C:6]=2[CH:7]=1. Procedure: A mixture of 8.0 g (0.036 mole) of 3-hydroxy-5-methoxy-2-benzofurancarboxylic acid, methyl ester and 10.0 g (0.043 mole) of O-phenylmethoxy-N,N'-diisopropylisourea (L. J. Mathias, Synthesis, 561 (1979)) in 200 ml of acetonitrile is stirred at reflux under a nitrogen atmosphere for 22 hours. The mixture is cooled and filtered to remove by-product 1,3-diisopropylurea. The insoluble material is washed with hexane and the combined filtrates are evaporated (vacuum). The residue is treated with 250 ml... Starting materials: solid, ClC1=CC(=C(C=C1)C1=NC2=C(N1CC1=CC=C(C=C1)CCC(=O)O)C=C(C(=C2)F)F)OCC2CCCC2 (3-{4-[2-(4-Chloro-2-cyclopentylmethoxy-phenyl)-5,6-difluoro-benzoimidazol-1-ylmethyl]-phenyl}-propionic acid), ClC1=CC(=C(C=C1)C1=NC2=C(N1CC=1C=C(C(=O)O)C=CC1)C=C(C(=C2)F)F)OCC2CCCC2 (3-[2-(4-Chloro-2-cyclopentylmethoxy-phenyl)-5,6-difluoro-benzoimidazol-1-ylmethyl]-benzoic acid), ClC1=CC(=C(C=C1)C1=NC2=C(N1CC=1C=C(C(=O)O)C=CC1)C=C(C(=C2)F)F)OCC2CCCC2 (3-[2-(4-Chloro-2-cyclopentylmethoxy-phenyl)-5,6-difluoro-benzoimidazol-1-ylmethyl]-benzoic acid), BrCC1=CC(=C(C#N)C=C1)F (4-bromomethyl-2-fluoro-benzonitrile). Product: ClC1=CC(=C(C=C1)C1=NC2=C(N1CC1=CC(=C(C#N)C=C1)F)C=C(C(=C2)F)F)OC (4-[2-(4-Chloro-2-methoxy-phenyl)-5,6-difluoro-benzoimidazol-1-ylmethyl]-2-fluoro-benzonitrile). RXN SMILES: ClC1C=CC(C2N(CC3C=CC(CCC(O)=O)=CC=3)C3C=C(F)C(F)=CC=3N=2)=C(OCC2CCCC2)C=1.[Cl:38][C:39]1[CH:44]=[CH:43][C:42]([C:45]2[N:49](CC3C=C(C=CC=3)C(O)=O)[C:48]3[CH:60]=[C:61]([F:65])[C:62]([F:64])=[CH:63][C:47]=3[N:46]=2)=[C:41]([O:66][CH2:67]C2CCCC2)[CH:40]=1.Br[CH2:74][C:75]1[CH:82]=[CH:81][C:78]([C:79]#[N:80])=[C:77]([F:83])[CH:76]=1>>[Cl:38][C:39]1[CH:44]=[CH:43][C:42]([C:45]2[N:49]([CH2:74][C:75]3[CH:82]=[CH:81][C:78]([C:79]#[N:80])=[C:77]([F:83])[CH:76]=3)[C:48]3[CH:60]=[C:61]([F:65])[C:62]([F:64])=[CH:63][C:47]=3[N:46]=2)=[C:41]([O:66][CH3:67])[CH:40]=1. Reported procedure: The title compound was prepared in analogy to Example 19, intermediate b, from 2-(4-chloro-2-methoxy-phenyl)-5,6-difluoro-1H-benzoimidazole (Example 19, intermediate c) and 4-bromomethyl-2-fluoro-benzonitrile (CAS Reg. No. 222978-03-2). Brown sticky solid (39%). MS (Turbo Spray): m/z=428.2 (M+H). RXN SMILES: [CH3:1][O:2][C:3]1[C:8]2[N:9]=[CH:10][S:11][C:7]=2[CH:6]=[CH:5][CH:4]=1.C(O[C:17](=O)[NH:18][C@@H:19]1[CH2:24][CH2:23][C@@H:22]([CH:25]=[O:26])[O:21][CH2:20]1)(C)(C)C.[O:28]=[C:29]1[NH:34][C:33]2[CH:35]=[C:36](C=O)[CH:37]=[CH:38][C:32]=2[S:31][CH2:30]1>>[CH3:1][O:2][C:3]1[C:8]2[N:9]=[C:10]([C:25]([C@H:22]3[O:21][CH2:20][C@H:19]([NH:18][CH2:17][C:36]4[CH:37]=[CH:38][C:32]5[S:31][CH2:30][C:29](=[O:28])[NH:34][C:33]=5[CH:35]=4)[CH2:24][CH2:23]3)=[O:26])[S:11][C:7]=2[CH:6]=[CH:5][CH:4]=1. Procedure: Using the same protocol as for example 23, steps 23.a) to 23.f, the title compound was synthesised using 4-methoxybenzothiazole (8.7 mmol), (3R,6S)-(6-formyl-tetrahydro-pyran-3-yl)-carbamic acid tert-butyl ester (4.6 mmol) and 3-oxo-3,4-dihydro-2H-benzo[1,4]thiazine-6-carbaldehyde (0.7 mmol) and obtained after chromatography on SiO2 (EtOAc/MeOH 9:1 +1% NH4OH) and crystallisation from ether/MeOH as a yellowish solid (35 mg). The product is COC1=CC=CC2=C1N=C(S2)C(=O)[C@@H]2CC[C@H](CO2)NCC=2C=CC1=C(NC(CS1)=O)C2 ((3R,6S)-6-{[6-(4-methoxy-benzothiazole-2-carbonyl)-tetrahydro-pyran-3-ylamino]-methyl}-4H-benzo[1,4]thiazin-3-one). Reactants: 23.f, O=C1CSC2=C(N1)C=C(C=C2)C=O (3-oxo-3,4-dihydro-2H-benzo[1,4]thiazine-6-carbaldehyde), COC1=CC=CC2=C1N=CS2 (4-methoxybenzothiazole), C(C)(C)(C)OC(N[C@H]1CO[C@@H](CC1)C=O)=O ((3R,6S)-(6-formyl-tetrahydro-pyran-3-yl)-carbamic acid tert-butyl ester).